This data is from the Open Reaction Database (ORD), a public repository of structured organic reaction records. The task is: describe an organic reaction: reactants, conditions, products, and yield Reagents/catalysts: [C].[Pd] (palladium-carbon). Yields the product C(C)(C)(C)OC(=O)N[C@@]12CNC[C@H]2[C@H](CC1)F ((1S,5R,6S)-1-tert-Butoxycarbonylamino-6-fluoro-3-azabicyclo[3,3,0]octane). Reported procedure: {(1S,5R,6S)-1-tert-Butoxycarbonylamino-6-fluoro-3-azabicyclo[3,3,0]octan-3-yl}carboxylic acid benzyl ester (132 mg, 0.35 mmol) was dissolved in methanol (10 mL). 10% palladium-carbon (M, wet) (50 mg) was added, and the mixture was stirred in a hydrogen atmosphere for three hours. The catalyst was removed by filtration, and then the filtrate was concentrated under reduced pressure. A 1N sodium hydroxide solution was added, followed by extraction with chloroform. After drying over anhydrous sodium... The reactants are C(C1=CC=CC=C1)OC(=O)N1C[C@@]2(CC[C@@H]([C@@H]2C1)F)NC(=O)OC(C)(C)C ({(1S,5R,6S)-1-tert-Butoxycarbonylamino-6-fluoro-3-azabicyclo[3,3,0]octan-3-yl}carboxylic acid benzyl ester), [H][H] (hydrogen). Reaction SMILES: C(OC([N:11]1[CH2:18][C@@H:17]2[C@@:13]([NH:20][C:21]([O:23][C:24]([CH3:27])([CH3:26])[CH3:25])=[O:22])([CH2:14][CH2:15][C@@H:16]2[F:19])[CH2:12]1)=O)C1C=CC=CC=1.[H][H]>CO.[C].[Pd]>[C:24]([O:23][C:21]([NH:20][C@@:13]12[CH2:14][CH2:15][C@H:16]([F:19])[C@@H:17]1[CH2:18][NH:11][CH2:12]2)=[O:22])([CH3:27])([CH3:25])[CH3:26] |f:3.4|. Solvent: CO (methanol). Isolated yield 99.4%. The reactants are CC1=NOC(=C1CCC1OC(CCC1)O)C (3,5-dimethyl-4-(6-hydroxytetrahydropyran-2-ylethyl)-isoxazole), CC(=O)C.OS(=O)(=O)O.O=[Cr](=O)=O (Jones reagent), S([O-])(O)=O.[Na+] (sodium bisulfite). The solvent is CC(=O)C (acetone). Conditions: time 8 hour. Yields the product CC1=NOC(=C1CCC(CCCC(=O)O)=O)C (racemic 7-(3,5-dimethyl-4-isoxazolyl)-5-oxo-heptanoic acid). Reaction SMILES: [CH3:1][C:2]1[C:6]([CH2:7][CH2:8][CH:9]2[CH2:14][CH2:13][CH2:12][CH:11]([OH:15])[O:10]2)=[C:5]([CH3:16])[O:4][N:3]=1.CC(C)=[O:19].OS(O)(=O)=O.O=[Cr](=O)=O.S(=O)(O)[O-].[Na+]>CC(C)=O>[CH3:1][C:2]1[C:6]([CH2:7][CH2:8][C:9](=[O:19])[CH2:14][CH2:13][CH2:12][C:11]([OH:15])=[O:10])=[C:5]([CH3:16])[O:4][N:3]=1 |f:1.2.3,4.5|. Reported procedure: A solution of 3,5-dimethyl-4-(6-hydroxytetrahydropyran-2-ylethyl)-isoxazole, prepared as described above in 600 ml. of acetone was cooled in an ice bath as 400 ml. of Jones reagent was added dropwise over a 1.0 hr. period. The resulting suspension was stirred at room temperature overnight. Saturated sodium bisulfite solution was added to destroy the excess oxidizing agent and most of the acetone was removed at reduced pressure. The residue was diluted with water, saturated with sodium chloride, ... Reactants: ClC1=NC2=CC=C(C=C2C(=C1)C1=CC=CC=C1)Cl (2,6-dichloro-4-phenylquinoline), O.NN (hydrazine hydrate). RXN SMILES: Cl[C:2]1[CH:11]=[C:10]([C:12]2[CH:17]=[CH:16][CH:15]=[CH:14][CH:13]=2)[C:9]2[C:4](=[CH:5][CH:6]=[C:7]([Cl:18])[CH:8]=2)[N:3]=1.O.[NH2:20][NH2:21]>>[Cl:18][C:7]1[CH:8]=[C:9]2[C:4](=[CH:5][CH:6]=1)[N:3]=[C:2]([NH:20][NH2:21])[CH:11]=[C:10]2[C:12]1[CH:17]=[CH:16][CH:15]=[CH:14][CH:13]=1 |f:1.2|. The product is ClC=1C=C2C(=CC(=NC2=CC1)NN)C1=CC=CC=C1 (6-chloro-2-hydrazino-4-phenylquinoline). Procedure details: A stirred mixture of 2,6-dichloro-4-phenylquinoline (2.7 g., 0.01 mole) and hydrazine hydrate (6.8 g.) was refluxed under nitrogen for 1 hour and concentrated in vacuo. The residue was suspended in warm water, and the solid was collected by filtration, dried and recrystallized from ethyl acetate-Skelly B hexanes to give 1.81 g. (67%) yield) of 6-chloro-2-hydrazino-4-phenylquinoline of melting point 156.5°-157° C.